From a dataset of the Open Reaction Database (ORD), a public repository of structured organic reaction records. describe an organic reaction: reactants, conditions, products, and yield Starting materials: SCCC(C)(C)NC(OCC1=CC=CC=C1)=O (benzyl 4-mercapto-2-methylbutan-2-ylcarbamate), C([O-])([O-])=O.[Cs+].[Cs+] (cesium carbonate), BrCCOCCOCCOCCOC (13-bromo-2,5,8,11-tetraoxatridecane). Solvent: CN(C=O)C (N,N-dimethylformamide). Reaction conditions: time 16 hour. The product is CC(CCSCCOCCOCCOCCOC)(C)NC(OCC1=CC=CC=C1)=O (Benzyl 17-methyl-2,5,8,11-tetraoxa-14-thiaoctadecan-17-ylcarbamate). The yield is 98.4%. RXN SMILES: [SH:1][CH2:2][CH2:3][C:4]([NH:7][C:8](=[O:17])[O:9][CH2:10][C:11]1[CH:16]=[CH:15][CH:14]=[CH:13][CH:12]=1)([CH3:6])[CH3:5].C(=O)([O-])[O-].[Cs+].[Cs+].Br[CH2:25][CH2:26][O:27][CH2:28][CH2:29][O:30][CH2:31][CH2:32][O:33][CH2:34][CH2:35][O:36][CH3:37]>CN(C)C=O>[CH3:5][C:4]([NH:7][C:8](=[O:17])[O:9][CH2:10][C:11]1[CH:16]=[CH:15][CH:14]=[CH:13][CH:12]=1)([CH3:6])[CH2:3][CH2:2][S:1][CH2:25][CH2:26][O:27][CH2:28][CH2:29][O:30][CH2:31][CH2:32][O:33][CH2:34][CH2:35][O:36][CH3:37] |f:1.2.3|. Procedure: To a solution of benzyl 4-mercapto-2-methylbutan-2-ylcarbamate (20 mmol) in N,N-dimethylformamide (20 ml) was added cesium carbonate (6.49 g, 19.9 mmol) and 13-bromo-2,5,8,11-tetraoxatridecane (5.00 g, 18.4 mmol). The solution was stirred for 16 hours, concentrated in vacuo, and the residue dissolved in 500 ml ethylacetate, washed with 3 times with 100 ml 5% NaHSO4, 1×200 ml sat. NaCl, dried on MgSO4, and concentrated in vacuo. The residue was purified by flash chromatography (10% to 60% ethylac... Reactants: solution, [OH-].[Na+] (NaOH), N[C@H](C(=O)O)CC(C)(C)C (2(S)-amino-4,4-dimethylpentanoic acid), C(C1=CC=CC=C1)OC(=O)Cl (benzyloxycarbonyl chloride). Solvent: C(C)#N (acetonitrile). Reaction conditions: time 12 hour. Yields the product C(C1=CC=CC=C1)OC(=O)N[C@H](C(=O)O)CC(C)(C)C (2(S)-benzyloxycarbonylamino-4,4-dimethylpentanoic acid). RXN SMILES: [OH-].[Na+].[NH2:3][C@@H:4]([CH2:8][C:9]([CH3:12])([CH3:11])[CH3:10])[C:5]([OH:7])=[O:6].[CH2:13]([O:20][C:21](Cl)=[O:22])[C:14]1[CH:19]=[CH:18][CH:17]=[CH:16][CH:15]=1>C(#N)C>[CH2:13]([O:20][C:21]([NH:3][C@@H:4]([CH2:8][C:9]([CH3:12])([CH3:11])[CH3:10])[C:5]([OH:7])=[O:6])=[O:22])[C:14]1[CH:19]=[CH:18][CH:17]=[CH:16][CH:15]=1 |f:0.1|. Reported procedure: To a 1M solution of NaOH (135 ml, 135 mmol) was added 2(S)-amino-4,4-dimethylpentanoic acid (commercially available) (9.8 g, 67.5 mmol), followed by benzyloxycarbonyl chloride (11.6 ml, 80.99 mmol) in acetonitrile (20 ml) and the reaction mixture was stirred for 12 h at room temperature. The solvent was evaporated using rotavap and the slurry was washed with hexane and then adjusted the pH to 6 using 6N HCl. The resulting solution was extracted with ethyl acetate. The organic layer was washed wi... Reactants: FC(C(C1(OCC(O1)CO)C(C(C(F)(F)F)(F)F)(F)F)(F)F)(C(F)(F)F)F (2,2-bis(heptafluoropropyl)-4-hydroxymethyl-1,3-dioxolane), O (water), [O-]C#N.[Na+] (sodium cyanate), FC(C(=O)O)(F)F (trifluoroacetic acid). Solvent: C(Cl)Cl (methylene dichloride). Run at time 24 hour. Product: FC(C(C1(OCC(O1)COC(N)=O)C(C(C(F)(F)F)(F)F)(F)F)(F)F)(C(F)(F)F)F (2,2-Bis(Heptafluoropropyl)-4-Carbamoyloxymethyl-1,3-Dioxolane). As a reaction SMILES: [F:1][C:2]([F:27])([C:23]([F:26])([F:25])[F:24])[C:3]([F:22])([F:21])[C:4]1([C:11]([F:20])([F:19])[C:12]([F:18])([F:17])[C:13]([F:16])([F:15])[F:14])[O:8][CH:7]([CH2:9][OH:10])[CH2:6][O:5]1.[O-:28][C:29]#[N:30].[Na+].FC(F)(F)C(O)=O.O>C(Cl)Cl>[F:17][C:12]([F:18])([C:13]([F:16])([F:15])[F:14])[C:11]([F:19])([F:20])[C:4]1([C:3]([F:21])([F:22])[C:2]([F:1])([F:27])[C:23]([F:24])([F:25])[F:26])[O:8][CH:7]([CH2:9][O:10][C:29](=[O:28])[NH2:30])[CH2:6][O:5]1 |f:1.2|. Procedure details: A solution of 44.0 grams (0.1 mol) of 2,2-bis(heptafluoropropyl)-4-hydroxymethyl-1,3-dioxolane prepared by the method disclosed in patent application Ser. No. 873,660 filed Nov. 3, 1969, in 250 ml methylene dichloride is treated with 13.0 grams of sodium cyanate while 22.8 grams trifluoroacetic acid is added dropwise. The reaction is carried out at 25°-35° C. for 24 hours. After the reaction is completed, a small amount of water is added to dissolve the salts and the methylene dichloride solutio... Starting materials: C1(=CC=CC=C1)P(C1=CC=CC=C1)(C1=CC=CC=C1)=O (triphenylphosphine oxide), C(O)([O-])=O.[Na+] (sodium hydrogencarbonate), FC(S(=O)(=O)OS(=O)(=O)C(F)(F)F)(F)F (trifluoromethanesulfonic anhydride), C(C1=CC=CC=C1)SC(CNC(=O)C=1NC2=C(C=CC=C2C1)N(S(=O)(=O)C=1SC=CC1)C)(CCN1CCOCC1)C (N-[2-(Benzylthio)-2-methyl-4-(morpholino)butyl]-7-[methyl(2-thienylsulfonyl)amino]-1H-indole-2-carboxamide). The solvent is C(C)#N (acetonitrile). Reaction conditions: time 10 minute. The product is CN(S(=O)(=O)C=1SC=CC1)C=1C=CC=C2C=C(NC12)C=1SC(CN1)(CCN1CCOCC1)C (N-methyl-N-{2-[5-methyl-5-(2-(morpholino)ethyl)-4,5-dihydro-1,3-thiazol-2-yl]-1H-indol-7-yl}thiophene-2-sulfonamide). The yield is 69.9%. As a reaction SMILES: C1(P(=O)(C2C=CC=CC=2)C2C=CC=CC=2)C=CC=CC=1.FC(F)(F)S(OS(C(F)(F)F)(=O)=O)(=O)=O.C([S:43][C:44]([CH3:76])([CH2:68][CH2:69][N:70]1[CH2:75][CH2:74][O:73][CH2:72][CH2:71]1)[CH2:45][NH:46][C:47]([C:49]1[NH:50][C:51]2[C:56]([CH:57]=1)=[CH:55][CH:54]=[CH:53][C:52]=2[N:58]([CH3:67])[S:59]([C:62]1[S:63][CH:64]=[CH:65][CH:66]=1)(=[O:61])=[O:60])=O)C1C=CC=CC=1.C(=O)([O-])O.[Na+]>C(#N)C>[CH3:67][N:58]([C:52]1[CH:53]=[CH:54][CH:55]=[C:56]2[C:51]=1[NH:50][C:49]([C:47]1[S:43][C:44]([CH3:76])([CH2:68][CH2:69][N:70]3[CH2:75][CH2:74][O:73][CH2:72][CH2:71]3)[CH2:45][N:46]=1)=[CH:57]2)[S:59]([C:62]1[S:63][CH:64]=[CH:65][CH:66]=1)(=[O:61])=[O:60] |f:3.4|. Reported procedure: To a solution of triphenylphosphine oxide (1.90 g) in acetonitrile (25 ml) was slowly added trifluoromethanesulfonic anhydride (0.57 ml) at 0° C., and the mixture was stirred for 10 min. N-[2-(Benzylthio)-2-methyl-4-(morpholino)butyl]-7-[methyl(2-thienylsulfonyl)amino]-1H-indole-2-carboxamide (1.39 g) was added, and the reaction mixture was stirred at 0° C. for 30 min. Saturated aqueous sodium hydrogencarbonate was added, and the mixture was extracted with ethyl acetate. The ethyl acetate layer ...